From a dataset of the Open Reaction Database (ORD), a public repository of structured organic reaction records. describe an organic reaction: reactants, conditions, products, and yield Reactants: O1CCCC1 (tetrahydrofuran), COC1=C(C=O)C=C(C(=C1)C#C[Si](C(C)C)(C(C)C)C(C)C)OCC (2-methoxy-5-ethoxy-4-((tri-iso-propylsilyl)ethynyl)benzaldehyde), C(C)OC1=C(CP(OCC)(OCC)=O)C=C(C(=C1)I)OC (diethyl 2-ethoxy-4-iodo-5-methoxybenzylphosphonate), [H-].[Na+] (sodium hydride). Yields the product C(C)OC1=C(C=CC2=CC(=C(C=C2C)C#C[Si](C(C)C)(C(C)C)C(C)C)OCC)C=C(C(=C1)I)OC ((4-(2-ethoxy-4-iodo-5-methoxystyryl)-(2-ethoxy-5-methylphenyl)ethynyl)tri-iso-propylsilane). RXN SMILES: CO[C:3]1[CH:10]=[C:9]([C:11]#[C:12][Si:13]([CH:20]([CH3:22])[CH3:21])([CH:17]([CH3:19])[CH3:18])[CH:14]([CH3:16])[CH3:15])[C:8]([O:23][CH2:24][CH3:25])=[CH:7][C:4]=1[CH:5]=O.[CH2:26]([O:28][C:29]1[CH:43]=[C:42]([I:44])[C:41]([O:45][CH3:46])=[CH:40][C:30]=1[CH2:31]P(=O)(OCC)OCC)[CH3:27].[H-].[Na+].O1CCC[CH2:50]1>>[CH2:26]([O:28][C:29]1[CH:43]=[C:42]([I:44])[C:41]([O:45][CH3:46])=[CH:40][C:30]=1[CH:31]=[CH:5][C:4]1[C:3]([CH3:50])=[CH:10][C:9]([C:11]#[C:12][Si:13]([CH:14]([CH3:16])[CH3:15])([CH:20]([CH3:22])[CH3:21])[CH:17]([CH3:19])[CH3:18])=[C:8]([O:23][CH2:24][CH3:25])[CH:7]=1)[CH3:27] |f:2.3|. Reported procedure: The 2-methoxy-5-ethoxy-4-((tri-iso-propylsilyl)ethynyl)benzaldehyde and diethyl 2-ethoxy-4-iodo-5-methoxybenzylphosphonate can be added to a solution containing sodium hydride (NaH) dissolved in tetrahydrofuran (THF), yielding (E)-((4-(2-ethoxy-4-iodo-5-methoxystyryl)-(2-ethoxy-5-methylphenyl)ethynyl)tri-iso-propylsilane. Starting materials: ClCCl, COC1(OC)CCCCC1=NO, Cl, Cl. The product is COC1(OC)C(=NO)CCCC1Cl. RXN SMILES: [CH2:15]([Cl:16])[Cl:17].[CH3:2][O:3][C:4]1([O:12][CH3:13])[C:5](=[N:10][OH:11])[CH2:6][CH2:7][CH2:8][CH2:9]1.[Cl:1].[ClH:14]>>[CH3:2][O:3][C:4]1([O:12][CH3:13])[C:5](=[N:10][OH:11])[CH2:6][CH2:7][CH2:8][CH:9]1[Cl:14]. Reactants: C(C)(=O)C1=CC=CC2=C1OC1(CC1)C2=O (7-acetylspiro[benzo[b]furan-2(3H), 1'-cyclopropane]-3-one), aqueous solution, Cl[O-].[Na+] (sodium hypochlorite), aqueous solution, S(=O)(O)[O-].[Na+] (sodium hydrogen sulfite), C1(=CC=CC=C1)OCCCCCCCC.O(CC[*:2])[*:1] (polyoxyethylene octyl phenyl ether), Cl (hydrochloric acid). Solvent: O (water). The product is C(=O)(O)C1=CC=CC2=C1OC1(CC1)C2=O (7-carboxyspiro[benzo[b]furan-2(3H), 1'-cyclopropane]-3-one). RXN SMILES: [C:1]([C:4]1[C:9]2[O:10][C:11]3([C:14](=[O:15])[C:8]=2[CH:7]=[CH:6][CH:5]=1)[CH2:13][CH2:12]3)(=[O:3])C.Cl[O-].[Na+].S([O-])(O)=[O:20].[Na+].Cl>O>[C:1]([C:4]1[C:9]2[O:10][C:11]3([C:14](=[O:15])[C:8]=2[CH:7]=[CH:6][CH:5]=1)[CH2:13][CH2:12]3)([OH:3])=[O:20] |f:1.2,3.4|. Procedure: A mixture of 7-acetylspiro[benzo[b]furan-2(3H), 1'-cyclopropane]-3-one (86 mg), 2.4 ml of aqueous solution of sodium hypochlorite and a small amount of surface active agent (polyoxyethylene octyl phenyl ether) was stirred at 60° C. for 2 hours. After cooling, the reaction mixture was diluted with water, and to the mixture was added 40% aqueous solution of sodium hydrogen sulfite. The reaction mixture was made acidic with hydrochloric acid, and resulting crystals were extracted with ethyl acetate... Reactants: N1(CCNCC1)C=1C=CC=2N(N1)C(=NN2)C(F)(F)F (6-(piperazin-1-yl)-3-(trifluoromethyl)-[1,2,4]triazolo[4,3-b]pyridazine), N1=CC=C(C=C1)C=O (pyridine-4-carbaldehyde). Product: N1=CC=C(C=C1)CN1CCN(CC1)C=1C=CC=2N(N1)C(=NN2)C(F)(F)F (6-[4-(pyridin-4-ylmethyl)piperazin-1-yl]-3-(trifluoromethyl)-[1,2,4]triazolo[4,3-b]pyridazine). Reaction SMILES: [N:1]1([C:7]2[CH:8]=[CH:9][C:10]3[N:11]([C:13]([C:16]([F:19])([F:18])[F:17])=[N:14][N:15]=3)[N:12]=2)[CH2:6][CH2:5][NH:4][CH2:3][CH2:2]1.[N:20]1[CH:25]=[CH:24][C:23]([CH:26]=O)=[CH:22][CH:21]=1>>[N:20]1[CH:25]=[CH:24][C:23]([CH2:26][N:4]2[CH2:3][CH2:2][N:1]([C:7]3[CH:8]=[CH:9][C:10]4[N:11]([C:13]([C:16]([F:17])([F:18])[F:19])=[N:14][N:15]=4)[N:12]=3)[CH2:6][CH2:5]2)=[CH:22][CH:21]=1. Procedure: Reductive amination of 6-(piperazin-1-yl)-3-(trifluoromethyl)-[1,2,4]triazolo[4,3-b]pyridazine with pyridine-4-carbaldehyde was carried out according to General Synthetic Method 5. The crude product was purified by hplc using a Waters XBridge Prep C18 OBD column (5μ silica, 19 mm diameter, 100 mm length) eluted with decreasingly polar mixtures of water (containing 1% aqueous ammonia) and acetonitrile as eluents to give 6-[4-(pyridin-4-ylmethyl)piperazin-1-yl]-3-(trifluoromethyl)-[1,2,4]triazolo[...